From a dataset of the Open Reaction Database (ORD), a public repository of structured organic reaction records. describe an organic reaction: reactants, conditions, products, and yield Starting materials: O=C([O-])O, C[Si](C)(C)I, CC#N, CO, [Na+], [Na+], [Na+], O, O, O, O, O, COCC(C)Oc1cc(O)cc(C(=O)OC)c1, O=S([O-])([O-])=S. The product is COC(=O)c1cc(O)cc(OC(C)CO)c1. As a reaction SMILES: [C:35](=[O:36])([OH:37])[O-:38].[CH3:1][Si:2]([I:3])([CH3:4])[CH3:5].[CH3:40][C:41]#[N:42].[CH3:43][OH:44].[Na+:33].[Na+:34].[Na+:39].[OH2:23].[OH2:24].[OH2:25].[OH2:26].[OH2:27].[OH:6][c:7]1[cH:8][c:9]([C:10](=[O:11])[O:12][CH3:13])[cH:14][c:15]([O:17][CH:18]([CH2:19][O:20][CH3:21])[CH3:22])[cH:16]1.[S:28]([O-:29])([O-:30])(=[O:31])=[S:32]>>[OH:6][c:7]1[cH:8][c:9]([C:10](=[O:11])[O:12][CH3:13])[cH:14][c:15]([O:17][CH:18]([CH2:19][OH:20])[CH3:22])[cH:16]1. Starting materials: [Al+3], COc1ccc2cc(Br)ccc2c1, CC(=O)Cl, [Cl-], [Cl-], [Cl-], ClCCl, Cl, O. Yields the product COc1ccc2cc(Br)ccc2c1C(C)=O. RXN SMILES: [Al+3:19].[Br:1][c:2]1[cH:3][c:4]2[cH:5][cH:6][c:7]([O:12][CH3:13])[cH:8][c:9]2[cH:10][cH:11]1.[C:14]([CH3:15])(=[O:16])[Cl:17].[Cl-:18].[Cl-:20].[Cl-:21].[Cl:23][CH2:24][Cl:25].[ClH:22].[OH2:26]>>[Br:1][c:2]1[cH:3][c:4]2[cH:5][cH:6][c:7]([O:12][CH3:13])[c:8]([C:14]([CH3:15])=[O:16])[c:9]2[cH:10][cH:11]1. The reactants are CCOC(C)=O, CCO, O=C[O-], [NH4+], COC(=O)C(CO)N(Cc1ccccc1[N+](=O)[O-])S(=O)(=O)c1ccc(OC)cc1. The product is COC(=O)C(CO)N(Cc1ccccc1N)S(=O)(=O)c1ccc(OC)cc1. As a reaction SMILES: [CH3:34][CH2:35][O:36][C:37](=[O:38])[CH3:39].[CH3:40][CH2:41][OH:42].[CH:30]([O-:31])=[O:32].[NH4+:33].[OH:1][CH2:2][CH:3]([C:4](=[O:5])[O:6][CH3:7])[N:8]([CH2:9][c:10]1[c:11]([N+:16]([O-:17])=[O:18])[cH:12][cH:13][cH:14][cH:15]1)[S:19](=[O:20])(=[O:21])[c:22]1[cH:23][cH:24][c:25]([O:28][CH3:29])[cH:26][cH:27]1>>[OH:1][CH2:2][CH:3]([C:4](=[O:5])[O:6][CH3:7])[N:8]([CH2:9][c:10]1[c:11]([NH2:16])[cH:12][cH:13][cH:14][cH:15]1)[S:19](=[O:20])(=[O:21])[c:22]1[cH:23][cH:24][c:25]([O:28][CH3:29])[cH:26][cH:27]1. The reactants are C(C)SC1=NC2=CC(=CC=C2C=N1)OC1CCN(CC1)C(=O)OC(C)(C)C (tert-butyl 4-(2-(ethylthio) quinazolin-7-yloxy)piperidine-1-carboxylate), OOS(=O)[O-].[K+] (oxone), C1CCOC1 (THF). Solvent: O (water). Conditions: temperature 0 celsius, time 30 minute. Yields the product C(C)S(=O)(=O)C1=NC2=CC(=CC=C2C=N1)OC1CCN(CC1)C(=O)OC(C)(C)C (tert-butyl 4-(2-(ethylsulfonyl) quinazolin-7-yloxy)piperidine-1-carboxylate). Yield: 60.0%. Reaction SMILES: C(S[C:4]1[N:13]=[CH:12][C:11]2[C:6](=[CH:7][C:8]([O:14][CH:15]3[CH2:20][CH2:19][N:18]([C:21]([O:23][C:24]([CH3:27])([CH3:26])[CH3:25])=[O:22])[CH2:17][CH2:16]3)=[CH:9][CH:10]=2)[N:5]=1)C.O[O:29][S:30]([O-:32])=O.[K+].[CH2:34]1COC[CH2:35]1>O>[CH2:34]([S:30]([C:4]1[N:13]=[CH:12][C:11]2[C:6](=[CH:7][C:8]([O:14][CH:15]3[CH2:20][CH2:19][N:18]([C:21]([O:23][C:24]([CH3:26])([CH3:25])[CH3:27])=[O:22])[CH2:17][CH2:16]3)=[CH:9][CH:10]=2)[N:5]=1)(=[O:32])=[O:29])[CH3:35] |f:1.2|. Procedure details: To a solution of tert-butyl 4-(2-(ethylthio) quinazolin-7-yloxy)piperidine-1-carboxylate (1 eq) in THF (5 ml) was added a solution of oxone in water (5 ml) at 0° C. The reaction mixture was stirred for 30 min at 0° C. then warmed to room temperature and stirred for 4 h. The reaction was quenched with satd. sodium thiosulfate solution and basified with 1N NaOH. The product was extracted from basic layer with DCM. The DCM extracts were combined together, washed with brine and dried over sodium sul... Starting materials: [N-]=[N+]=[N-].C(CCC)[N+](CCCC)(CCCC)CCCC (tetrabutylammonium azide), C(C1=CC=CC=C1)O[C@H]1[C@H]([C@H](OC)O[C@H]([C@@H]1OCC1=CC=CC=C1)COCC1=CC=CC=C1)OS(=O)(=O)C(F)(F)F (methyl 3,4,6-tri-O-benzyl-2-O-trifluoromethanesulfonyl-α-L-mannopyranoside), (n-Bu)4NN3. Solvent: C1=CC=CC=C1 (benzene). Conditions: time 3 day. Yields the product N(=[N+]=[N-])[C@@H]1[C@H](OC)O[C@H]([C@@H]([C@H]1OCC1=CC=CC=C1)OCC1=CC=CC=C1)COCC1=CC=CC=C1 (methyl 2-azido-3,4,6-tri-O-benzyl-2-deoxy-α-L-glucopyranoside). RXN SMILES: [CH2:1]([O:8][C@@H:9]1[C@@H:16]([O:17][CH2:18][C:19]2[CH:24]=[CH:23][CH:22]=[CH:21][CH:20]=2)[C@H:15]([CH2:25][O:26][CH2:27][C:28]2[CH:33]=[CH:32][CH:31]=[CH:30][CH:29]=2)[O:14][C@@H:11]([O:12][CH3:13])[C@@H:10]1OS(C(F)(F)F)(=O)=O)[C:2]1[CH:7]=[CH:6][CH:5]=[CH:4][CH:3]=1.[N-:42]=[N+:43]=[N-:44].C([N+](CCCC)(CCCC)CCCC)CCC>C1C=CC=CC=1>[N:42]([C@H:10]1[C@H:9]([O:8][CH2:1][C:2]2[CH:7]=[CH:6][CH:5]=[CH:4][CH:3]=2)[C@@H:16]([O:17][CH2:18][C:19]2[CH:24]=[CH:23][CH:22]=[CH:21][CH:20]=2)[C@H:15]([CH2:25][O:26][CH2:27][C:28]2[CH:33]=[CH:32][CH:31]=[CH:30][CH:29]=2)[O:14][C@H:11]1[O:12][CH3:13])=[N+:43]=[N-:44] |f:1.2|. Reported procedure: Methyl 3,4,6-tri-O-benzyl-2-O-trifluoromethanesulfonyl-α-L-mannopyranoside (6) (12.23 g) was dissolved in dehydrated benzene (400 ml), tetrabutylammonium azide [(n-Bu)4NN3] (29.16 g) was added thereto under an argon atmosphere. After 3 days, (n-Bu)4NN3 (3.61 g) was further added thereto. The mixture was stirred at room temperature for an additional 11 days (14 days in total). The reaction mixture was charged to a silica gel column as such to effect purification by silica gel column chromatograph... Starting materials: C(OC(C)Cl)(OC1=CC=CC=C1)=O (1-chloroethyl phenyl carbonate), [Br-].C[SiH](C)C (trimethylsilane bromide). The reagents and catalysts are [Br-].C(CCC)[N+](CCCC)(CCCC)CCCC (tetrabutylammonium bromide). Reaction conditions: temperature 90 celsius. Yields the product C(OC(C)Br)(OC1=CC=CC=C1)=O (1-bromoethyl phenyl carbonate). As a reaction SMILES: [C:1](=[O:13])([O:6][C:7]1[CH:12]=[CH:11][CH:10]=[CH:9][CH:8]=1)[O:2][CH:3](Cl)[CH3:4].[Br-:14].C[SiH](C)C>[Br-].C([N+](CCCC)(CCCC)CCCC)CCC>[C:1](=[O:13])([O:6][C:7]1[CH:12]=[CH:11][CH:10]=[CH:9][CH:8]=1)[O:2][CH:3]([Br:14])[CH3:4] |f:1.2,3.4|. Procedure details: 15.4 g (0.077 mol) of 1-chloroethyl phenyl carbonate, 0.44 g (0.0014 mol) of tetrabutylammonium bromide and 13.7 g (0.090 mol) of trimethylsilane bromide are introduced into a distillation apparatus equipped with a 15 cm Vigreux column, a thermometer and a stirrer. The mixture is heated at 90° C. for 24 h and the trimethylsilane chloride released is removed by distillation. The product expected is then distilled. 17.2 g (Yld=91%) are obtained.